This data is from the Open Reaction Database (ORD), a public repository of structured organic reaction records. The task is: describe an organic reaction: reactants, conditions, products, and yield Reactants: C, CCO, CCOC(=O)c1cc(-c2c(F)cccc2F)[nH]c1Cl, [Pd]. Yields the product CCOC(=O)c1c[nH]c(-c2c(F)cccc2F)c1. RXN SMILES: [C:23].[CH3:20][CH2:21][OH:22].[Cl:1][c:2]1[nH:3][c:4](-[c:12]2[c:13]([F:19])[cH:14][cH:15][cH:16][c:17]2[F:18])[cH:5][c:6]1[C:7](=[O:8])[O:9][CH2:10][CH3:11].[Pd:24]>>[cH:2]1[nH:3][c:4](-[c:12]2[c:13]([F:19])[cH:14][cH:15][cH:16][c:17]2[F:18])[cH:5][c:6]1[C:7](=[O:8])[O:9][CH2:10][CH3:11]. The reactants are perchloryl fluoride, Perchloryl fluoride, [N+](=O)([O-])C(CC[Si](C1=CC=CC=C1)(C1=CC=CC=C1)C)[N+](=O)[O-] ((3,3-Dinitropropyl)methyldiphenylsilane), [OH-].[K+] (potassium hydroxide), perchloryl fluoride. Solvent: CO (methanol). Reaction conditions: time 1 hour. Product: FC(CC[Si](C1=CC=CC=C1)(C1=CC=CC=C1)C)([N+](=O)[O-])[N+](=O)[O-] ((3-fluoro-3,3-dinitropropyl)methyldiphenylsilane). The yield is 79.0%. As a reaction SMILES: [N+:1]([CH:4]([N+:21]([O-:23])=[O:22])[CH2:5][CH2:6][Si:7]([CH3:20])([C:14]1[CH:19]=[CH:18][CH:17]=[CH:16][CH:15]=1)[C:8]1[CH:13]=[CH:12][CH:11]=[CH:10][CH:9]=1)([O-:3])=[O:2].[OH-].[K+].Cl([F:30])(=O)(=O)=O>CO>[F:30][C:4]([N+:1]([O-:3])=[O:2])([N+:21]([O-:23])=[O:22])[CH2:5][CH2:6][Si:7]([CH3:20])([C:14]1[CH:15]=[CH:16][CH:17]=[CH:18][CH:19]=1)[C:8]1[CH:13]=[CH:12][CH:11]=[CH:10][CH:9]=1 |f:1.2|. Reported procedure: (3,3-Dinitropropyl)methyldiphenylsilane was dissolved in a solution of 0.217 mol of potassium hydroxide in 900 ml of methanol. The solution was placed in a 2 l flask equipped with a glass dip tube for introducing perchloryl fluoride, a thermometer, a magnetic stirrer and an ice bath. The flask was vented to the fume-hood atmosphere by means of a mineral oil bubbler, and another bubbler as well as an inverted vacuum trap (to prevent suck back) were placed between the dip tube and a perchloryl flu... Starting materials: CC=1C=NC=2CCCCC2C1 (5,6,7,8-Tetrahydro-3-methylquinoline), C(C=1C(=CC=CC1)OC)=O (o-anisaldehyde). Run in C(C)(=O)OC(C)=O (acetic anhydride). Product: COC1=C(\C=C\2/CCCC=3C=C(C=NC23)C)C=CC=C1 (E-8-(2-Methoxybenzylidene)-5,6,7,8-tetrahydro-3-methylquinoline), hydrochloride salt. Reaction SMILES: [CH3:1][C:2]1[CH:3]=[N:4][C:5]2[CH2:6][CH2:7][CH2:8][CH2:9][C:10]=2[CH:11]=1.[CH:12](=O)[C:13]1[C:14]([O:19][CH3:20])=[CH:15][CH:16]=[CH:17][CH:18]=1>C(OC(=O)C)(=O)C>[CH3:20][O:19][C:14]1[CH:15]=[CH:16][CH:17]=[CH:18][C:13]=1/[CH:12]=[C:6]1\[CH2:7][CH2:8][CH2:9][C:10]2[CH:11]=[C:2]([CH3:1])[CH:3]=[N:4][C:5]\1=2. Procedure details: 5,6,7,8-Tetrahydro-3-methylquinoline (6.6 g) was added to o-anisaldehyde (8.16 g) in acetic anhydride (10 ml) and was heated to reflux for 14 hours after which the solvent was removed under reduced pressure. The residue was dissolved in ethyl acetate (50 ml) and was added to 2N HCl (150 ml), the aqueous layer was basified (Na2CO3) and extracted with ethyl acetate (4×100 ml) dried (MgSO4) and evaporated under reduced pressure. The residue was washed with several aliquots of hot hexane and was the... Yield: 167.3%. As a reaction SMILES: [C:1]([O:5][C:6]([NH:8][C@@H:9]([CH2:22][C:23]1[CH:28]=[CH:27][CH:26]=[CH:25][CH:24]=1)[C@H:10](OS(C)(=O)=O)/[CH:11]=[CH:12]/[C:13]([O:15][CH3:16])=[O:14])=[O:7])([CH3:4])([CH3:3])[CH3:2].[Cl-].[NH4+]>O1CCCC1>[CH2:22]([C@H:12](/[CH:11]=[CH:10]/[C@@H:9]([NH:8][C:6]([O:5][C:1]([CH3:4])([CH3:3])[CH3:2])=[O:7])[CH2:22][C:23]1[CH:28]=[CH:27][CH:26]=[CH:25][CH:24]=1)[C:13]([O:15][CH3:16])=[O:14])[C:23]1[CH:28]=[CH:27][CH:26]=[CH:25][CH:24]=1 |f:1.2|. Starting materials: Cuprous cyanide, C(C)(C)(C)OC(=O)N[C@H]([C@@H](/C=C/C(=O)OC)OS(=O)(=O)C)CC1=CC=CC=C1 (trans-(4R,5S)-Methyl 5-(t-Butyloxycarbonylamino)-4-(methanesulfonyloxy)-6-phenyl-2-hexenoate), [Cl-].[NH4+] (ammonium chloride). Solvent: O1CCCC1 (tetrahydrofuran). Product: C(C1=CC=CC=C1)[C@@H](C(=O)OC)\C=C\[C@H](CC1=CC=CC=C1)NC(=O)OC(C)(C)C (trans-(2R,5S)-Methyl 2-Benzyl-5-(t-butyloxycarbonylamino)-6-phenyl-3-hexenoate). Conditions: temperature 30 celsius, time 10 minute. Procedure: Cuprous cyanide (5 mg) was placed in a flask which was flushed with N2 gas. Anhydrous tetrahydrofuran (0.5 ml) was added, and the mixture was cooled under N2 to 30° C. A solution of benzylmagnesium chloride (0.18 ml, 1.0M in diethyl ether) was added, and the mixture was stirred for 10 min to produce a yellow slurry. A solution of 30 mg (0.073 mmol) of the resultant compound of Example 7 in 1 ml of anhydrous tetrahydrofuran was subsequently added, and the resulting solution was stirred and allowe... Starting materials: O=C([O-])[O-], COCCOC, Cl, N#CC(C#N)CC(F)(F)C(F)(F)C(F)(F)C(F)F, CCCI, [K+], [K+]. Product: CCCC(C#N)(C#N)CC(F)(F)C(F)(F)C(F)(F)C(F)F. RXN SMILES: [C:23](=[O:24])([O-:25])[O-:26].[CH3:30][O:31][CH2:32][CH2:33][O:34][CH3:35].[ClH:29].[F:1][C:2]([CH2:3][CH:4]([C:5]#[N:6])[C:7]#[N:8])([C:9]([C:10]([CH:11]([F:12])[F:13])([F:14])[F:15])([F:16])[F:17])[F:18].[I:19][CH2:20][CH2:21][CH3:22].[K+:27].[K+:28]>>[F:1][C:2]([CH2:3][C:4]([C:5]#[N:6])([C:7]#[N:8])[CH2:20][CH2:21][CH3:22])([C:9]([C:10]([CH:11]([F:12])[F:13])([F:14])[F:15])([F:16])[F:17])[F:18]. Starting materials: O=C(O)Cc1ccc2c(c1)OCO2, Cc1ccc([N+](=O)[O-])cc1N. Reagents/catalysts: CN(C)C(=[N+](C)C)ON1C2=C(C=CC=N2)N=N1.F[P-](F)(F)(F)(F)F (HATU). As a reaction SMILES: Cc1ccc([N+](=O)[O-])cc1N.O=C(O)Cc1ccc2c(c1)OCO2.CN(C)C(=[N+](C)C)ON1C2=C(C=CC=N2)N=N1.F[P-](F)(F)(F)(F)F.CN(C)C=O>>Cc1ccc([N+](=O)[O-])cc1NC(=O)Cc1ccc2c(c1)OCO2. Yield: 1.9%. The product is Cc1ccc([N+](=O)[O-])cc1NC(=O)Cc1ccc2c(c1)OCO2. Run at temperature 25 celsius, time 2 hour. Solvent: CN(C)C=O (DMF), CN(C)C=O (DMF), CN(C)C=O (DMF), CN(C)C=O (DMF), CN(C)C=O (DMF), CN(C)C=O (DMF).